Dataset: the Open Reaction Database (ORD), a public repository of structured organic reaction records. Task: describe an organic reaction: reactants, conditions, products, and yield Reported procedure: The compound obtained in Example 1-1 (200.6 mg) was added with methanol (2 ml), THF (2 ml), and 1 mol/l aqueous solution of sodium hydroxide (2 ml), and the mixture was stirred for one day at room temperature. After the completion of the reaction, the solvent was removed by distillation and water (5 ml) was added. Aqueous solution of hydrochloric acid (1 mol/l) was added dropwise to the resulting solution to adjust the pH to 3. The deposited crystals were collected by filtration and dried to obt... Run in C1CCOC1 (THF). Reactants: C(=O)(OC(C)(C)C)N(CC1=NC=CC=C1)CC1=CC=C(C(=O)OC)C=C1 (methyl 4-(N-Boc-N-2-picolylaminomethyl)benzoate), CO (methanol), aqueous solution, [OH-].[Na+] (sodium hydroxide). Yields the product C(=O)(OC(C)(C)C)N(CC1=NC=CC=C1)CC1=CC=C(C(=O)O)C=C1 (4-(N-Boc-N-2-picolylaminomethyl)benzoic acid). Conditions: time 1 day. The yield is 63.9%. Reaction SMILES: [C:1]([N:8]([CH2:16][C:17]1[CH:26]=[CH:25][C:20]([C:21]([O:23]C)=[O:22])=[CH:19][CH:18]=1)[CH2:9][C:10]1[CH:15]=[CH:14][CH:13]=[CH:12][N:11]=1)([O:3][C:4]([CH3:7])([CH3:6])[CH3:5])=[O:2].CO.[OH-].[Na+]>C1COCC1>[C:1]([N:8]([CH2:16][C:17]1[CH:18]=[CH:19][C:20]([C:21]([OH:23])=[O:22])=[CH:25][CH:26]=1)[CH2:9][C:10]1[CH:15]=[CH:14][CH:13]=[CH:12][N:11]=1)([O:3][C:4]([CH3:7])([CH3:6])[CH3:5])=[O:2] |f:2.3|. Reactants: CC1=NC=C(C=N1)C=O (2-methylpyrimidine-5-carbaldehyde), C[Mg]Br (methylmagnesium bromide). The solvent is O1CCCC1 (tetrahydrofuran), O1CCCC1 (tetrahydrofuran). Run at time 1 hour. Product: CC1=NC=C(C=N1)C(C)O (1-(2-methylpyrimidin-5-yl)ethanol). Reaction SMILES: [CH3:1][C:2]1[N:7]=[CH:6][C:5]([CH:8]=[O:9])=[CH:4][N:3]=1.[CH3:10][Mg]Br>O1CCCC1>[CH3:1][C:2]1[N:7]=[CH:6][C:5]([CH:8]([OH:9])[CH3:10])=[CH:4][N:3]=1. Reported procedure: To a stirred solution of 2-methylpyrimidine-5-carbaldehyde (5.00 g, 38.9 mmol) in tetrahydrofuran (85 mL) was slowly added 33 mL of 1.4 M methylmagnesium bromide solution in tetrahydrofuran at 0° C. The mixture was stirred at room temperature for 1 hour and then quenched with water (50 mL) and extracted with EtOAc (3×200 mL). The combined organic layers were dried over sodium sulfate and concentrated in vacuo. The residue was purified by silica gel chromatography (0-100% EtOAc/hexane) to afford ... Reaction SMILES: [CH3:1][C:2]([C:3](=[O:4])[OH:5])([c:6]1[cH:7][c:8]2[c:16]([cH:17][cH:18]1)-[c:15]1[c:10]([cH:11][cH:12][cH:13][cH:14]1)[CH2:9]2)[OH:19].[O:26]1[CH2:27][CH2:28][O:29][CH2:30][CH2:31]1.[OH2:25].[S:20](=[O:21])(=[O:22])([OH:23])[OH:24]>>[CH2:1]=[C:2]([C:3](=[O:4])[OH:5])[c:6]1[cH:7][c:8]2[c:16]([cH:17][cH:18]1)-[c:15]1[c:10]([cH:11][cH:12][cH:13][cH:14]1)[CH2:9]2. Product: C=C(C(=O)O)c1ccc2c(c1)Cc1ccccc1-2. Reactants: CC(O)(C(=O)O)c1ccc2c(c1)Cc1ccccc1-2, C1COCCO1, O, O=S(=O)(O)O. The reactants are [O-][Mn](=O)(=O)=O.[K+] (KMnO4), [Mn](=O)(=O)(=O)[O-].[K+] (potassium permanganate), CC1(C=2C=CC(=CC2C(CC1)(C)C)C)C (5,6,7,8-tetrahydro-5,5,8,8-tetramethyl-2-methylnaphthalene), [Mn](=O)(=O)(=O)[O-].[K+] (potassium permanganate), [OH-].[Na+] (sodium hydroxide). Procedure details: The synthesis process is as set forth in the chemical reaction formula below. The KMnO4 in the reaction path stands for potassium permanganate. To 5,6,7,8-tetrahydro-5,5,8,8-tetramethyl-2-methylnaphthalene (3.52 g, 17.4 mmol) were added pyridine (12 mL), potassium permanganate (6.70 g, 42.4 mmol), and sodium hydroxide (1.00 g, 25.0 mmol) followed by stirring at 95° C. for 5 hours. The reaction solution was filtrated by celite and the filtrate was made acidic by adding hydrochloric acid. After ex... The product is CC1(C=2C=CC(=CC2C(CC1)(C)C)C(=O)O)C (5,6,7,8-tetrahydro-5,5,8,8-tetramethyl-2-naphthalenecarboxylic acid). The solvent is N1=CC=CC=C1 (pyridine). As a reaction SMILES: [O-:1][Mn](=O)(=O)=O.[K+].[CH3:7][C:8]1([CH3:21])[CH2:17][CH2:16][C:15]([CH3:19])([CH3:18])[C:14]2[CH:13]=[C:12]([CH3:20])[CH:11]=[CH:10][C:9]1=2.[OH-:22].[Na+]>N1C=CC=CC=1>[CH3:7][C:8]1([CH3:21])[CH2:17][CH2:16][C:15]([CH3:19])([CH3:18])[C:14]2[CH:13]=[C:12]([C:20]([OH:1])=[O:22])[CH:11]=[CH:10][C:9]1=2 |f:0.1,3.4|. Run at temperature 95 celsius, time 5 hour. Starting materials: FC=1C=C(C=CC1)[C@@H]1N2C(C(CC[C@@H]2CCC1)I)=O ((6R*,9aS*)-6-(3-fluorophenyl)-3-iodooctahydroquinolizin-4-one), P(OCC)(OCC)OCC (triethyl phosphite). Reaction conditions: temperature 120 celsius, time 5 hour. Product: FC=1C=C(C=CC1)[C@H]1N2C(C(CC[C@H]2CCC1)P(OCC)(OCC)=O)=O (diethyl [(6S*,9aR*)-6-(3-fluorophenyl)-4-oxooctahydroquinolizin-3-yl]phosphonate). RXN SMILES: [F:1][C:2]1[CH:3]=[C:4]([C@H:8]2[CH2:17][CH2:16][CH2:15][C@@H:14]3[N:9]2[C:10](=[O:19])[CH:11](I)[CH2:12][CH2:13]3)[CH:5]=[CH:6][CH:7]=1.[P:20]([O:27]CC)([O:24][CH2:25][CH3:26])[O:21][CH2:22][CH3:23]>>[F:1][C:2]1[CH:3]=[C:4]([C@@H:8]2[CH2:17][CH2:16][CH2:15][C@H:14]3[N:9]2[C:10](=[O:19])[CH:11]([P:20](=[O:27])([O:24][CH2:25][CH3:26])[O:21][CH2:22][CH3:23])[CH2:12][CH2:13]3)[CH:5]=[CH:6][CH:7]=1. Reported procedure: A mixture of (6R*,9aS*)-6-(3-fluorophenyl)-3-iodooctahydroquinolizin-4-one (597 mg) with triethyl phosphite (6 mL) was stirred at 120° C. for five hours. The reaction solution was left to cool to room temperature and then concentrated under reduced pressure to obtain 670 mg of the title compound. The property value of the compound is as follows. Starting materials: CS(=O)(=O)C1=CC=C(C=C1)NC(=N)C1=CC=C(C=C1)C=1SC=CC1 (N-[4-(methylsulfonyl)phenyl]-4-(2-thienyl)benzenecarboximidamide), C([O-])(O)=O.[Na+] (sodium bicarbonate), BrCC(C(F)(F)F)=O (3-bromo-1,1,1-trifluoroacetone). The solvent is CC(C)O (2-propanol). Conditions: temperature 80 celsius. The product is CS(=O)(=O)C1=CC=C(C=C1)N1C(=NC(=C1)C(F)(F)F)C1=CC=C(C=C1)C=1SC=CC1 (1-[4-(Methylsulfonyl)phenyl]-2-[4-(2-thienyl)phenyl]-4-(trifluoromethyl)-1H-imidazole). Isolated yield 39.9%. Reaction SMILES: [CH3:1][S:2]([C:5]1[CH:10]=[CH:9][C:8]([NH:11][C:12]([C:14]2[CH:19]=[CH:18][C:17]([C:20]3[S:21][CH:22]=[CH:23][CH:24]=3)=[CH:16][CH:15]=2)=[NH:13])=[CH:7][CH:6]=1)(=[O:4])=[O:3].C(=O)(O)[O-].[Na+].Br[CH2:31][C:32](=O)[C:33]([F:36])([F:35])[F:34]>CC(O)C>[CH3:1][S:2]([C:5]1[CH:6]=[CH:7][C:8]([N:11]2[CH:31]=[C:32]([C:33]([F:36])([F:35])[F:34])[N:13]=[C:12]2[C:14]2[CH:19]=[CH:18][C:17]([C:20]3[S:21][CH:22]=[CH:23][CH:24]=3)=[CH:16][CH:15]=2)=[CH:9][CH:10]=1)(=[O:4])=[O:3] |f:1.2|. Procedure details: To a mixture of N-[4-(methylsulfonyl)phenyl]-4-(2-thienyl)benzenecarboximidamide (0.7 g, 1.96 mmol) and sodium bicarbonate (0.33 g, 3.93 mmol) in 2-propanol (30 mL) was added 3-bromo-1,1,1-trifluoroacetone (0.449 g, 2.35 mmol). After the reaction mixture was heated to 80° C. for 21 hours, the solvent was removed. The residue was redissolved in CH2Cl2 (50 mL) and washed with water (30 mL×2). The organic fractions were combined, dried over Na2SO4, filtered, and concentrated in vacuo. The crude mix...